This data is from the Open Reaction Database (ORD), a public repository of structured organic reaction records. The task is: describe an organic reaction: reactants, conditions, products, and yield The reactants are ClC1=CC=CC=2N1N=C(C2C(C#C)=O)C2=CC=C(C=C2)F (1-[7-chloro-2-(4-fluorophenyl)pyrazolo[1,5-α]pyridin-3-yl]-2-propyn-1-one), S(=O)(=O)(O)O.C(CCC)NC(=N)N (N-butylguanidine sulfate), [O-]CC.[Na+] (sodium ethoxide). Yields the product C(CCC)NC1=NC=CC(=N1)C=1C(=NN2C1C=CC=C2Cl)C2=CC=C(C=C2)F (N-butyl-4-[7-chloro-2-(4-fluorophenyl)pyrazolo[1,5-α]pyridin-3-yl]-2-pyrimidinamine). Yield: 59.0%. RXN SMILES: [Cl:1][C:2]1[N:7]2[N:8]=[C:9]([C:15]3[CH:20]=[CH:19][C:18]([F:21])=[CH:17][CH:16]=3)[C:10]([C:11](=O)[C:12]#[CH:13])=[C:6]2[CH:5]=[CH:4][CH:3]=1.S(O)(O)(=O)=O.[CH2:27]([NH:31][C:32]([NH2:34])=[NH:33])[CH2:28][CH2:29][CH3:30].[O-]CC.[Na+]>>[CH2:27]([NH:31][C:32]1[N:34]=[C:11]([C:10]2[C:9]([C:15]3[CH:20]=[CH:19][C:18]([F:21])=[CH:17][CH:16]=3)=[N:8][N:7]3[C:2]([Cl:1])=[CH:3][CH:4]=[CH:5][C:6]=23)[CH:12]=[CH:13][N:33]=1)[CH2:28][CH2:29][CH3:30] |f:1.2,3.4|. Procedure: In a similar manner as described in Example 7 from 1-[7-chloro-2-(4-fluorophenyl)pyrazolo[1,5-α]pyridin-3-yl]-2-propyn-1-one (0.50 g, 1.7 mmol), N-butylguanidine sulfate and sodium ethoxide (0.81 mL, 21 wt % in ethanol, 2.2 mmol) at room temperature was obtained N-butyl-4-[7-chloro-2-(4-fluorophenyl)pyrazolo[1,5-α]pyridin-3-yl]-2-pyrimidinamine (0.39 g, 59%) as a fluffy pale yellow solid. 1H NMR (CDCl3): δ 8.40 (d, 1H), 8.07 (d, 1H), 7.65 (m, 2H), 7.29 (m, 1H), 7.15 (t, 2H), 7.06 (d, 1H), 6.32 (...